Task: describe an organic reaction: reactants, conditions, products, and yield. Dataset: the Open Reaction Database (ORD), a public repository of structured organic reaction records The reactants are CCN(CCCCl)Cc1ccccc1, Cc1cc(C)c2c(n1)Nc1ccccc1N(C)C2=O, [H-], [Na+], CN(C)C=O. The product is CCN(CCCN1c2ccccc2N(C)C(=O)c2c(C)cc(C)nc21)Cc1ccccc1. RXN SMILES: [CH2:22]([CH3:23])[N:24]([CH2:25][c:26]1[cH:27][cH:28][cH:29][cH:30][cH:31]1)[CH2:32][CH2:33][CH2:34][Cl:35].[CH3:1][c:2]1[cH:3][c:4]([CH3:19])[c:5]2[c:6]([n:18]1)[NH:7][c:8]1[c:9]([cH:14][cH:15][cH:16][cH:17]1)[N:10]([CH3:13])[C:11]2=[O:12].[H-:20].[Na+:21].[O:36]=[CH:37][N:38]([CH3:39])[CH3:40]>>[CH3:1][c:2]1[cH:3][c:4]([CH3:19])[c:5]2[c:6]([n:18]1)[N:7]([CH2:34][CH2:33][CH2:32][N:24]([CH2:22][CH3:23])[CH2:25][c:26]1[cH:27][cH:28][cH:29][cH:30][cH:31]1)[c:8]1[c:9]([cH:14][cH:15][cH:16][cH:17]1)[N:10]([CH3:13])[C:11]2=[O:12]. Reactants: NC=1C=C(C(=O)O)C=CC1 (3-aminobenzoic acid), N(=O)[O-].[Na+] (sodium nitrite), NC=1C=C(C=CC1)P(O)(=O)O (m-aminobenzenephosphonic acid), NC=1C=C(C=CC1)P(O)(=O)O (m-aminobenzenephosphonic acid), Cl (hydrochloric acid), NC(=S)N (Thiourea). Solvent: CO (methanol), O (water). Run at temperature 0 celsius. Yields the product monoazo, C(=O)(O)C1=C(C=CC(=C1)N)N=NC=1C=C(C=CC1)P(O)(=O)O (m-(2-carboxy-4-amino-phenylazo)benzenephosphonic acid). As a reaction SMILES: [NH2:1][C:2]1[CH:3]=[C:4]([P:8]([OH:11])(=[O:10])[OH:9])[CH:5]=[CH:6][CH:7]=1.Cl.N([O-])=O.[Na+].N[C:18]([NH2:20])=S.[NH2:21][C:22]1[CH:23]=[C:24](C=[CH:29][CH:30]=1)[C:25]([OH:27])=[O:26]>CO.O>[C:25]([C:24]1[CH:23]=[C:22]([NH2:21])[CH:30]=[CH:29][C:18]=1[N:20]=[N:1][C:2]1[CH:3]=[C:4]([P:8]([OH:11])(=[O:9])[OH:10])[CH:5]=[CH:6][CH:7]=1)([OH:27])=[O:26] |f:2.3|. Procedure details: Into water (500 ml), m-aminobenzenephosphonic acid (87.0 g) was suspended with stirring. To the mixture, 35% hydrochloric acid (101.3 g) was added, and the mixture was cooled to 0° C. While the solution was maintained at a temperature below 5° C., 36% sodium nitrite (105.4 g) was added dropwise to the solution. The mixture was stirred for 50 minutes to diazotize m-aminobenzenephosphonic acid. Thiourea was then added to the resulting aqueous solution, and the unreacted nitrite was removed to give...